describe an organic reaction: reactants, conditions, products, and yield From a dataset of the Open Reaction Database (ORD), a public repository of structured organic reaction records. Reactants: N(=O)[O-].[Na+] (Sodium nitrite), NC1=C(C=C(C=C1)N(S(=O)(=O)C)C1=CC2=C(C(=C(O2)C2=CC=C(C=C2)F)C(=O)NC)C=C1C1CC1)C(F)(F)F (6-(N-(4-amino-3-(trifluoromethyl)phenyl)methylsulfonamido)-5-cyclopropyl-2-(4-fluorophenyl)-N-methylbenzofuran-3-carboxamide), Br (HBr). Reagents/catalysts: [Cu]Br (copper (I) bromide). Run in CCOC(=O)C (EtOAc), O (water), C(C)#N (acetonitrile). Reaction conditions: temperature 0 celsius, time 30 minute. Product: BrC1=C(C=C(C=C1)N(S(=O)(=O)C)C1=CC2=C(C(=C(O2)C2=CC=C(C=C2)F)C(=O)NC)C=C1C1CC1)C(F)(F)F (6-(N-(4-bromo-3-(trifluoromethyl)phenyl)methylsulfonamido)-5-cyclopropyl-2-(4-fluorophenyl)-N-methylbenzofuran-3-carboxamide). Isolated yield 73.0%. RXN SMILES: N([O-])=O.[Na+].N[C:6]1[CH:11]=[CH:10][C:9]([N:12]([C:17]2[C:36]([CH:37]3[CH2:39][CH2:38]3)=[CH:35][C:20]3[C:21]([C:31]([NH:33][CH3:34])=[O:32])=[C:22]([C:24]4[CH:29]=[CH:28][C:27]([F:30])=[CH:26][CH:25]=4)[O:23][C:19]=3[CH:18]=2)[S:13]([CH3:16])(=[O:15])=[O:14])=[CH:8][C:7]=1[C:40]([F:43])([F:42])[F:41].[BrH:44]>C(#N)C.CCOC(C)=O.O.[Cu]Br>[Br:44][C:6]1[CH:11]=[CH:10][C:9]([N:12]([C:17]2[C:36]([CH:37]3[CH2:39][CH2:38]3)=[CH:35][C:20]3[C:21]([C:31]([NH:33][CH3:34])=[O:32])=[C:22]([C:24]4[CH:29]=[CH:28][C:27]([F:30])=[CH:26][CH:25]=4)[O:23][C:19]=3[CH:18]=2)[S:13]([CH3:16])(=[O:15])=[O:14])=[CH:8][C:7]=1[C:40]([F:43])([F:42])[F:41] |f:0.1|. Procedure: Sodium nitrite (0.18 g, 2.55 mmol) was added to a 0° C. solution of 6-(N-(4-amino-3-(trifluoromethyl)phenyl)methylsulfonamido)-5-cyclopropyl-2-(4-fluorophenyl)-N-methylbenzofuran-3-carboxamide (1.3 g, 2.32 mmol) in acetonitrile (14 ml) and aq HBr (48%) (14 mL). The reaction mixture was stirred for 30 min at 0° C. and copper (I) bromide (0.40 g, 2.78 mmol) was added. The reaction mixture was stirred at 60° C. for 1 h and diluted with EtOAc and water. The organic layer was washed with brine, dried...